This data is from the Open Reaction Database (ORD), a public repository of structured organic reaction records. The task is: describe an organic reaction: reactants, conditions, products, and yield Starting materials: OC1=CNC(=O)C2=CC=CC=C12 (4 -hydroxyisocarbostyril), CC(=O)C (acetone), C[O-].[Na+] (sodium methylate), C(Br)C1CO1 (epibromohydrin). Run in CO (methanol), CO (methanol), C(Cl)(Cl)Cl (chloroform). Reaction conditions: temperature 60 celsius, time 1 hour. The product is O1N2C(=O)C3=CC=CC=C3C(=C21)OCCC (4-(2,3-epoxy)propoxyisocarbostyril). Reaction SMILES: [OH:1][C:2]1[C:12]2[C:7](=[CH:8][CH:9]=[CH:10][CH:11]=2)[C:5](=[O:6])[NH:4][CH:3]=1.C[O-].[Na+].[CH2:16]([CH:18]1O[CH2:19]1)Br.CC(C)=[O:23]>CO.C(Cl)(Cl)Cl>[O:23]1[C:3]2[N:4]1[C:5]([C:7]1[C:12]([C:2]=2[O:1][CH2:16][CH2:18][CH3:19])=[CH:11][CH:10]=[CH:9][CH:8]=1)=[O:6] |f:1.2|. Procedure details: 16.1 g of 4 -hydroxyisocarbostyril was suspended in 160 ml of methanol, 21.1 g of 28% sodium methylate was added thereto to dissolve, and then 68.5 g of epibromohydrin was added and stirred for 1 hour at inner temperature of 60° C. The resulting reaction mixture was then concentrated under reduced pressure, and the residue obtained was extracted by adding water and chloroform. The chloroform layer thus obtained was washed with a saturated saline solution, dried over anhydrous sodium sulfate, the... The reactants are COC1=C(C=CC=2C=3N(C(=NC12)NC(=O)C=1C=NC=CC1)CCN3)OCCOCCNC(OC(C)(C)C)=O (tert-Butyl {2-[2-({7-methoxy-5-[(pyridin-3-ylcarbonyl)amino]-2,3-dihydroimidazo[1,2-c]quinazolin-8-yl}oxy)ethoxy]ethyl}carbamate). Run in FC(C(=O)O)(F)F (trifluoroacetic acid), ClCCl (dichloromethane). Conditions: time 8 hour. Yields the product NCCOCCOC=1C=CC=2C=3N(C(=NC2C1OC)NC(C1=CN=CC=C1)=O)CCN3 (N-{8-[2-(2-aminoethoxy)-ethoxy]-7-methoxy-2,3-dihydro-imidazo[1,2-c]quinazolin-5-yl}-nicotinamide). Reaction SMILES: [CH3:1][O:2][C:3]1[C:12]2[N:11]=[C:10]([NH:13][C:14]([C:16]3[CH:17]=[N:18][CH:19]=[CH:20][CH:21]=3)=[O:15])[N:9]3[CH2:22][CH2:23][N:24]=[C:8]3[C:7]=2[CH:6]=[CH:5][C:4]=1[O:25][CH2:26][CH2:27][O:28][CH2:29][CH2:30][NH:31]C(=O)OC(C)(C)C>FC(F)(F)C(O)=O.ClCCl>[NH2:31][CH2:30][CH2:29][O:28][CH2:27][CH2:26][O:25][C:4]1[CH:5]=[CH:6][C:7]2[C:8]3[N:9]([CH2:22][CH2:23][N:24]=3)[C:10]([NH:13][C:14](=[O:15])[C:16]3[CH:21]=[CH:20][CH:19]=[N:18][CH:17]=3)=[N:11][C:12]=2[C:3]=1[O:2][CH3:1]. Procedure details: tert-Butyl {2-[2-({7-methoxy-5-[(pyridin-3-ylcarbonyl)amino]-2,3-dihydroimidazo[1,2-c]quinazolin-8-yl}oxy)ethoxy]ethyl}carbamate (Step 3, 3.6 g, 6.8 mmol) was diluted in a mixture of trifluoroacetic acid (18 mL) and dichloromethane (70 mL). The mixture was stirred at rt overnight, then was concentrated in vacuo. The resultant orange oil was redissolved in dichloromethane and treated with an excess of triethylamine. After stirring at rt for 0.5 h, the solvent was evaporated under reduced pressure... Reactants: CC(C)(C)[O-], Cc1ccccc1, BrC(Br)Br, O=CC1CCN(c2ccc(C(F)(F)F)cn2)CC1, [K+], c1ccc(P(c2ccccc2)c2ccccc2)cc1. Product: FC(F)(F)c1ccc(N2CCC(C=C(Br)Br)CC2)nc1. RXN SMILES: [CH3:20][C:21]([CH3:22])([O-:23])[CH3:24].[CH3:48][c:49]1[cH:50][cH:51][cH:52][cH:53][cH:54]1.[CH:26]([Br:27])([Br:28])[Br:29].[F:30][C:31]([c:32]1[cH:33][cH:34][c:35]([N:38]2[CH2:39][CH2:40][CH:41]([CH:44]=[O:45])[CH2:42][CH2:43]2)[n:36][cH:37]1)([F:46])[F:47].[K+:25].[c:1]1([P:2]([c:3]2[cH:4][cH:5][cH:6][cH:7][cH:8]2)[c:9]2[cH:10][cH:11][cH:12][cH:13][cH:14]2)[cH:15][cH:16][cH:17][cH:18][cH:19]1>>[C:26]([Br:27])([Br:29])=[CH:44][CH:41]1[CH2:40][CH2:39][N:38]([c:35]2[cH:34][cH:33][c:32]([C:31]([F:30])([F:46])[F:47])[cH:37][n:36]2)[CH2:43][CH2:42]1. The reactants are CCOC(=O)C(Cc1ccc(OCCNC(=O)c2ccc(-c3ccccn3)cc2)cc1)Oc1ccc(C)cc1, [Na+], [OH-]. Product: Cc1ccc(OC(Cc2ccc(OCCNC(=O)c3ccc(-c4ccccn4)cc3)cc2)C(=O)O)cc1. Reaction SMILES: [CH3:1][c:2]1[cH:3][cH:4][c:5]([O:6][CH:7]([C:8](=[O:9])[O:10][CH2:11][CH3:12])[CH2:13][c:14]2[cH:15][cH:16][c:17]([O:20][CH2:21][CH2:22][NH:23][C:24]([c:25]3[cH:26][cH:27][c:28](-[c:31]4[n:32][cH:33][cH:34][cH:35][cH:36]4)[cH:29][cH:30]3)=[O:37])[cH:18][cH:19]2)[cH:38][cH:39]1.[Na+:41].[OH-:40]>>[CH3:1][c:2]1[cH:3][cH:4][c:5]([O:6][CH:7]([C:8](=[O:9])[OH:10])[CH2:13][c:14]2[cH:15][cH:16][c:17]([O:20][CH2:21][CH2:22][NH:23][C:24]([c:25]3[cH:26][cH:27][c:28](-[c:31]4[n:32][cH:33][cH:34][cH:35][cH:36]4)[cH:29][cH:30]3)=[O:37])[cH:18][cH:19]2)[cH:38][cH:39]1. The reactants are C1CCOC1, CCN=C=NCCCN(C)C, O=C(O)c1ccn2cncc2c1Nc1ccc(C2CCC2)cc1F, CCN(C(C)C)C(C)C, C=COCCON, On1nnc2ccccc21. Reaction SMILES: [CH2:62]1[O:63][CH2:64][CH2:65][CH2:66]1.[CH3:25][CH2:26][N:27]=[C:28]=[N:29][CH2:30][CH2:31][CH2:32][N:33]([CH3:34])[CH3:35].[CH:1]1([c:5]2[cH:6][c:7]([F:24])[c:8]([NH:11][c:12]3[c:13]4[n:14]([cH:15][cH:16][c:17]3[C:18](=[O:19])[OH:20])[cH:21][n:22][cH:23]4)[cH:9][cH:10]2)[CH2:2][CH2:3][CH2:4]1.[CH:46]([N:47]([CH2:48][CH3:49])[CH:50]([CH3:51])[CH3:52])([CH3:53])[CH3:54].[CH:55](=[CH2:56])[O:57][CH2:58][CH2:59][O:60][NH2:61].[OH:36][n:37]1[c:38]2[c:39]([cH:40][cH:41][cH:42][cH:43]2)[n:44][n:45]1>>[CH:1]1([c:5]2[cH:6][c:7]([F:24])[c:8]([NH:11][c:12]3[c:13]4[n:14]([cH:15][cH:16][c:17]3[C:18](=[O:20])[NH:61][O:60][CH2:59][CH2:58][O:57][CH:55]=[CH2:56])[cH:21][n:22][cH:23]4)[cH:9][cH:10]2)[CH2:2][CH2:3][CH2:4]1. Yields the product C=COCCONC(=O)c1ccn2cncc2c1Nc1ccc(C2CCC2)cc1F. The reactants are O=[Si]=O (Cab-o-sil M-5), [OH-].[Na+] (NaOH), O (water). Product: [Si]([O-])([O-])([O-])[O-].[Na+].[Na+].[Na+].[Na+] (Sodium Silicate). Reaction SMILES: [O:1]=[Si:2]=[O:3].[OH-:4].[Na+:5].[OH2:6]>>[Si:2]([O-:6])([O-:4])([O-:3])[O-:1].[Na+:5].[Na+:5].[Na+:5].[Na+:5] |f:1.2,4.5.6.7.8|. Procedure details: 100 grams Cab-o-sil M-5 and 69 grams NaOH (50 wt %) were dissolved in 750 ml deionized water. Reactants: C(=O)(OCC)CCCCCCC=1C(CCC1)=O (2-(6-carbethoxyhexyl)-2-cyclopentenone), C(CCCCCC)[S-].[Na+] (sodium heptanethiolate), ice water. The solvent is C(C)O (ethanol). Reaction conditions: time 24 hour. Product: C(=O)(OCC)CCCCCCC1C(CCC1SCCCCCCC)=O (2-(6-carbethoxyhexyl)-3-heptylthio-cyclopentanone). Reaction SMILES: [C:1]([CH2:6][CH2:7][CH2:8][CH2:9][CH2:10][CH2:11][C:12]1[C:13](=[O:17])[CH2:14][CH2:15][CH:16]=1)([O:3][CH2:4][CH3:5])=[O:2].[CH2:18]([S-:25])[CH2:19][CH2:20][CH2:21][CH2:22][CH2:23][CH3:24].[Na+]>C(O)C>[C:1]([CH2:6][CH2:7][CH2:8][CH2:9][CH2:10][CH2:11][CH:12]1[CH:16]([S:25][CH2:18][CH2:19][CH2:20][CH2:21][CH2:22][CH2:23][CH3:24])[CH2:15][CH2:14][C:13]1=[O:17])([O:3][CH2:4][CH3:5])=[O:2] |f:1.2|. Procedure details: 3.2 g. of 2-(6-carbethoxyhexyl)-2-cyclopentenone, dissolved in 20 ml. of dry ethanol, is added to a solution of sodium heptanethiolate (producible by dissolving 0.24 g. of sodium in 30 ml. of dry ethanol and adding 1.3 g. of heptylthiol); the reaction mixture is agitated under nitrogen for 24 hours at 40°, then diluted with 150 ml. of ice water and 10 ml. of concentrated HCl, extracted with CH2Cl2, washed with saturated aqueous NaCl solution, dried over Na2SO4, and the solvent is distilled off. ... The reactants are ClC(=O)OC1=CC=CC=C1 (Phenyl chloroformate), [OH-].[Na+] (sodium hydroxide), C1=CC=C(C=C1)SC2=CC=CC=C2N (2-Amino diphenylsulfide), ClC(=O)OC1=CC=CC=C1 (phenyl chloroformate), C([O-])([O-])=O.[Na+].[Na+] (sodium carbonate). Yields the product C1(=CC=CC=C1)SC1=C(C=CC=C1)NC(OC1=CC=CC=C1)=O (Phenyl 2-(phenylthio)phenylcarbamate). Procedure details: 2-Amino diphenylsulfide (0.4 mole) was dissolved in toluene (500 ml) and cooled to 5° C. Phenyl chloroformate (0.24 mole) in toluene (50 ml) was added slowly to the stirred solution over 1 hour. When addition was complete a simultaneous addition of phenyl chloroformate (0.24 mole) in toluene (50 ml) and an aqueous solution of sodium hydroxide (0.3 mole) and sodium carbonate (0.35 mole) (200 ml) was started. RXN SMILES: [CH:1]1[CH:6]=[CH:5][C:4]([S:7][C:8]2[C:13]([NH2:14])=[CH:12][CH:11]=[CH:10][CH:9]=2)=[CH:3][CH:2]=1.Cl[C:16]([O:18][C:19]1[CH:24]=[CH:23][CH:22]=[CH:21][CH:20]=1)=[O:17].[OH-].[Na+].C(=O)([O-])[O-].[Na+].[Na+]>C1(C)C=CC=CC=1>[C:4]1([S:7][C:8]2[CH:9]=[CH:10][CH:11]=[CH:12][C:13]=2[NH:14][C:16](=[O:17])[O:18][C:19]2[CH:24]=[CH:23][CH:22]=[CH:21][CH:20]=2)[CH:5]=[CH:6][CH:1]=[CH:2][CH:3]=1 |f:2.3,4.5.6|. Reaction conditions: temperature 5 celsius. Run in C1(=CC=CC=C1)C (toluene), C1(=CC=CC=C1)C (toluene), C1(=CC=CC=C1)C (toluene).